This data is from the Open Reaction Database (ORD), a public repository of structured organic reaction records. The task is: describe an organic reaction: reactants, conditions, products, and yield The reactants are CO.ClCCl (methanol dichloromethane), FC=1C=CC(=C(C1)C(CC(C=NC1=C2CNC(C2=CC(=C1)F)=O)(C(F)(F)F)O)(C)C)OC (4-{[4-(5-fluoro-2-methoxyphenyl)-2-hydroxy-4-methyl-2-(trifluoromethyl)pentylidene]amino}6-fluoro-2,3-dihydroisoindol-1-one), solution, B(Br)(Br)Br (BBr3). Solvent: ClCCl (dichloromethane). Reaction conditions: time 1 hour. Yields the product amine, FC=1C=CC(=C2C(CC(C(C12)NC1=C2CNC(C2=CC(=C1)F)=O)(C(F)(F)F)O)(C)C)O (4-{[8-Fluoro-2,5-dihydroxy-4,4-dimethyl-2-(trifluoromethyl)-1,2,3,4-tetrahydronaphthalen-1-yl]amino}-6-fluoro-2,3-dihydroisoindol-1-one). The yield is 2.5%. RXN SMILES: [F:1][C:2]1[CH:3]=[CH:4][C:5]([O:31]C)=[C:6]([C:8]([CH3:30])([CH3:29])[CH2:9][C:10]([OH:28])([C:24]([F:27])([F:26])[F:25])[CH:11]=[N:12][C:13]2[CH:21]=[C:20]([F:22])[CH:19]=[C:18]3[C:14]=2[CH2:15][NH:16][C:17]3=[O:23])[CH:7]=1.B(Br)(Br)Br.CO.ClCCl>ClCCl>[F:1][C:2]1[CH:3]=[CH:4][C:5]([OH:31])=[C:6]2[C:7]=1[CH:11]([NH:12][C:13]1[CH:21]=[C:20]([F:22])[CH:19]=[C:18]3[C:14]=1[CH2:15][NH:16][C:17]3=[O:23])[C:10]([OH:28])([C:24]([F:27])([F:26])[F:25])[CH2:9][C:8]2([CH3:30])[CH3:29] |f:2.3|. Procedure details: 380 mg (0.832 mmol) of 4-{[4-(5-fluoro-2-methoxyphenyl)-2-hydroxy-4-methyl-2-(trifluoromethyl)pentylidene]amino}6-fluoro-2,3-dihydroisoindol-1-one is mixed at room temperature with 8.3 ml of a 1 M solution of BBr3 in dichloromethane and stirred for one hour at ice bath temperature. The working-up of the batch is carried out as described in Example 4. After chromatography of the crude product on a Flashmaster (amine phase; mobile solvent:methanol/dichloromethane), 9.2 mg (2.7%) of the desired com... The reactants are OCc1ccc(I)c(OCc2ccccc2)c1, CCCCC, ClCCl. Product: O=Cc1ccc(I)c(OCc2ccccc2)c1. RXN SMILES: [CH2:1]([c:2]1[cH:3][cH:4][cH:5][cH:6][cH:7]1)[O:8][c:9]1[cH:10][c:11]([CH2:16][OH:17])[cH:12][cH:13][c:14]1[I:15].[CH3:18][CH2:19][CH2:20][CH2:21][CH3:22].[Cl:23][CH2:24][Cl:25]>>[CH2:1]([c:2]1[cH:3][cH:4][cH:5][cH:6][cH:7]1)[O:8][c:9]1[cH:10][c:11]([CH:16]=[O:17])[cH:12][cH:13][c:14]1[I:15].